This data is from the Open Reaction Database (ORD), a public repository of structured organic reaction records. The task is: describe an organic reaction: reactants, conditions, products, and yield Reactants: C(=NC1CCCCC1)=NC1CCCCC1, Cl, COC(=O)Oc1cc(Nc2ncnc3cc(N)ccc23)c(F)cc1C, O=C(O)CCN1CCOCC1, c1ccncc1. Yields the product COC(=O)Oc1cc(Nc2ncnc3cc(NC(=O)CCN4CCOCC4)ccc23)c(F)cc1C. RXN SMILES: [CH2:1]1[CH2:2][CH2:3][CH:4]([N:5]=[C:6]=[N:7][CH:8]2[CH2:9][CH2:10][CH2:11][CH2:12][CH2:13]2)[CH2:14][CH2:15]1.[ClH:27].[NH2:28][c:29]1[cH:30][cH:31][c:32]2[c:33]([NH:39][c:40]3[c:41]([F:52])[cH:42][c:43]([CH3:51])[c:44]([O:46][C:47](=[O:48])[O:49][CH3:50])[cH:45]3)[n:34][cH:35][n:36][c:37]2[cH:38]1.[O:16]1[CH2:17][CH2:18][N:19]([CH2:22][CH2:23][C:24](=[O:25])[OH:26])[CH2:20][CH2:21]1.[cH:53]1[cH:54][cH:55][n:56][cH:57][cH:58]1>>[O:16]1[CH2:17][CH2:18][N:19]([CH2:22][CH2:23][C:24](=[O:26])[NH:28][c:29]2[cH:30][cH:31][c:32]3[c:33]([NH:39][c:40]4[c:41]([F:52])[cH:42][c:43]([CH3:51])[c:44]([O:46][C:47](=[O:48])[O:49][CH3:50])[cH:45]4)[n:34][cH:35][n:36][c:37]3[cH:38]2)[CH2:20][CH2:21]1. The reactants are Cl (HCl), N(=O)[O-].[Na+] (NaNO2), NC=1C(=CSC1)C(=O)OC (methyl 4-aminothiophene-3-carboxylate), C(=O)([O-])[O-].[K+].[K+] (K2CO3), CNC (dimethylamine). The solvent is O (H2O), O (H2O). Reaction conditions: temperature 2.5 celsius, time 0.5 hour. The product is CN(C)N=NC=1C(=CSC1)C(=O)OC (Methyl 4-[(dimethylamino)diazenyl]thiophene-3-carboxylate). Isolated yield 7.4%. RXN SMILES: [NH2:1][C:2]1[C:3]([C:7]([O:9][CH3:10])=[O:8])=[CH:4][S:5][CH:6]=1.Cl.[N:12]([O-])=O.[Na+].C([O-])([O-])=O.[K+].[K+].[CH3:22][NH:23][CH3:24]>O>[CH3:22][N:23]([N:12]=[N:1][C:2]1[C:3]([C:7]([O:9][CH3:10])=[O:8])=[CH:4][S:5][CH:6]=1)[CH3:24] |f:2.3,4.5.6|. Procedure: To a solution of methyl 4-aminothiophene-3-carboxylate (200 mg, 1.27 mmol) and cone. HCl (0.5 mL, 5.09 mmol) in H2O (5 mL) was added NaNO2 (96 mg, 1.39 mmol) in portions for 5 min at 0° C. After stirring for 0.5 h at 0-5° C., the reaction mixture was added to the solution of K2CO3 (665 mg, 4.8 mmol) and dimethylamine (0.5 mL, 40%, 4.57 mmol) in H2O (5 mL) at 0° C. The mixture was stirred at 0-5° C. for 1 h and poured into ice cold water. The solution was extracted with chloroform (3×30 mL). The ... Reactants: C(=O)C=1C=C(C(=C(C(=O)OC)C1)OC)OC (methyl 5-formyl-2,3-dimethoxy-benzoate), NC1=CC=C(C#N)C=C1 (4-aminobenzonitrile), C(C1=CC=CC=C1)[N+]#[C-] (benzyl isonitrile). The product is C(#N)C1=CC=C(C=C1)NC(C=1C=C(C(=C(C(=O)OC)C1)OC)OC)C(=O)OC (methyl (RS)-5-[(4-cyano-phenylamino)-methoxycarbonyl-methyl]-2,3-dimethoxybenzoate). As a reaction SMILES: [CH:1]([C:3]1[CH:4]=[C:5]([O:15][CH3:16])[C:6]([O:13][CH3:14])=[C:7]([CH:12]=1)[C:8]([O:10][CH3:11])=[O:9])=O.[NH2:17][C:18]1[CH:25]=[CH:24][C:21]([C:22]#[N:23])=[CH:20][CH:19]=1.C([N+]#[C-])C1C=CC=CC=1>>[C:22]([C:21]1[CH:24]=[CH:25][C:18]([NH:17][CH:1]([C:8]([O:10][CH3:11])=[O:9])[C:3]2[CH:4]=[C:5]([O:15][CH3:16])[C:6]([O:13][CH3:14])=[C:7]([CH:12]=2)[C:8]([O:10][CH3:11])=[O:9])=[CH:19][CH:20]=1)#[N:23]. Procedure: In analogy to Example 1.1, methyl 5-formyl-2,3-dimethoxy-benzoate (F. Y. Wu, D. L. b rink, J. Agric. Food Chem. (1977) 25 692) was reacted with 4-aminobenzonitrile and benzyl isonitrile to give methyl (RS)-5-[(4-cyano-phenylamino)-methoxycarbonyl-methyl]-2,3-dimethoxybenzoate. Starting materials: O=S(=O)(Cl)c1ccc(Br)cc1, COc1ccc(N)cc1N1CC(C)NC(C)C1, ClCCl. Product: COc1ccc(NS(=O)(=O)c2ccc(Br)cc2)cc1N1CC(C)NC(C)C1. Reaction SMILES: [Br:18][c:19]1[cH:20][cH:21][c:22]([S:25](=[O:26])(=[O:27])[Cl:28])[cH:23][cH:24]1.[CH3:1][CH:2]1[CH2:3][N:4]([c:9]2[cH:10][c:11]([NH2:12])[cH:13][cH:14][c:15]2[O:16][CH3:17])[CH2:5][CH:6]([CH3:8])[NH:7]1.[Cl:29][CH2:30][Cl:31]>>[CH3:1][CH:2]1[CH2:3][N:4]([c:9]2[cH:10][c:11]([NH:12][S:25]([c:22]3[cH:21][cH:20][c:19]([Br:18])[cH:24][cH:23]3)(=[O:26])=[O:27])[cH:13][cH:14][c:15]2[O:16][CH3:17])[CH2:5][CH:6]([CH3:8])[NH:7]1. RXN SMILES: C([O:4][C:5]1[CH:13]=[CH:12][CH:11]=[C:10]2[C:6]=1[CH:7]=[CH:8][N:9]2[S:14]([C:17]1[CH:22]=[CH:21][C:20]([CH3:23])=[CH:19][CH:18]=1)(=[O:16])=[O:15])C=C.[C:24]1(C)[CH:29]=C(C)C=C(C)[CH:25]=1>>[CH2:29]([C:13]1[CH:12]=[CH:11][C:10]2[N:9]([S:14]([C:17]3[CH:22]=[CH:21][C:20]([CH3:23])=[CH:19][CH:18]=3)(=[O:15])=[O:16])[CH:8]=[CH:7][C:6]=2[C:5]=1[OH:4])[CH:24]=[CH2:25]. The product is C(C=C)C1=C(C=2C=CN(C2C=C1)S(=O)(=O)C1=CC=C(C=C1)C)O (5-allyl-1-[(4-methylphenyl)sulfonyl]-1H-indol-4-ol). Starting materials: C(C=C)OC1=C2C=CN(C2=CC=C1)S(=O)(=O)C1=CC=C(C=C1)C (4-(allyloxy)-1-[(4-methylphenyl)sulfonyl]-1H-indole), C1(=CC(=CC(=C1)C)C)C (mesitylene). Procedure details: Refluxing a solution of 4-(allyloxy)-1-[(4-methylphenyl)sulfonyl]-1H-indole in mesitylene followed by removal of the solvent and subsequent purification by flash column chromatography provides 5-allyl-1-[(4-methylphenyl)sulfonyl]-1H-indol-4-ol. Reactants: O=C([O-])[O-], O=C(Cl)Oc1ccccc1, ClCCl, [K+], [K+], CC(C)(C#N)c1cc(N)n(-c2ccccc2)n1. Product: CC(C)(C#N)c1cc(NC(=O)Oc2ccccc2)n(-c2ccccc2)n1. As a reaction SMILES: [C:18](=[O:19])([O-:20])[O-:21].[Cl:24][C:25](=[O:26])[O:27][c:28]1[cH:29][cH:30][cH:31][cH:32][cH:33]1.[Cl:34][CH2:35][Cl:36].[K+:22].[K+:23].[NH2:1][c:2]1[cH:3][c:4]([C:13]([C:14]#[N:15])([CH3:16])[CH3:17])[n:5][n:6]1-[c:7]1[cH:8][cH:9][cH:10][cH:11][cH:12]1>>[NH:1]([c:2]1[cH:3][c:4]([C:13]([C:14]#[N:15])([CH3:16])[CH3:17])[n:5][n:6]1-[c:7]1[cH:8][cH:9][cH:10][cH:11][cH:12]1)[C:25](=[O:26])[O:27][c:28]1[cH:29][cH:30][cH:31][cH:32][cH:33]1.